From a dataset of the Open Reaction Database (ORD), a public repository of structured organic reaction records. describe an organic reaction: reactants, conditions, products, and yield Starting materials: C(C)(C)(C)OC(=O)N1CCC(CC1)=O (1-(tert-Butoxycarbonyl)-4-piperidone), COC=1C(=CC=CC1)N (o-anisidine). Yields the product COC=1C(=CC=CC1)NC1CCN(CC1)C(=O)OC(C)(C)C (4-(o-anisidino)-1-(tert-butoxycarbonyl)piperidine). RXN SMILES: [C:1]([O:5][C:6]([N:8]1[CH2:13][CH2:12][C:11](=O)[CH2:10][CH2:9]1)=[O:7])([CH3:4])([CH3:3])[CH3:2].[CH3:15][O:16][C:17]1[C:18]([NH2:23])=[CH:19][CH:20]=[CH:21][CH:22]=1>>[CH3:15][O:16][C:17]1[C:18]([NH:23][CH:11]2[CH2:12][CH2:13][N:8]([C:6]([O:5][C:1]([CH3:4])([CH3:3])[CH3:2])=[O:7])[CH2:9][CH2:10]2)=[CH:19][CH:20]=[CH:21][CH:22]=1. Reported procedure: 1-(tert-Butoxycarbonyl)-4-piperidone (4.78 g) and o-anisidine (2.96 g) were condensed in the same manner as described in Preparation Example 37 to give the title compound.